Dataset: the Open Reaction Database (ORD), a public repository of structured organic reaction records. Task: describe an organic reaction: reactants, conditions, products, and yield Product: C(C)(=O)C(C(=O)OC(C)(C)C)C(=O)C (tert-butyl 2-acetylacetoacetate). Run at time 4 hour. Procedure: 5 ml of tetrachloromethane were added to 24.3 g (1 mol) of magnesium turnings in 50 ml of dry ethanol under nitrogen and in the absence of moisture. After the beginning of gas evolution, a solution of 177.7 g (1 mol) of tert-butyl acetoacetate in 100 ml of dry ethanol was slowly added dropwise, the reaction mixture being kept at the reflux temperature. Stirring was carried out for a further 4 hours at this temperature, after which the mixture was cooled. 78.5 g (1 mol) of acetyl chloride was slo... As a reaction SMILES: [Mg].[C:2]([O:8][C:9]([CH3:12])([CH3:11])[CH3:10])(=[O:7])[CH2:3][C:4]([CH3:6])=[O:5].[C:13](Cl)(=[O:15])[CH3:14].S(=O)(=O)(O)O>C(O)C.ClC(Cl)(Cl)Cl>[C:4]([CH:3]([C:13]([CH3:14])=[O:15])[C:2]([O:8][C:9]([CH3:12])([CH3:11])[CH3:10])=[O:7])(=[O:5])[CH3:6]. The reactants are C(CC(=O)C)(=O)OC(C)(C)C (tert-butyl acetoacetate), [Mg] (magnesium), ice water, S(O)(O)(=O)=O (sulfuric acid), C(C)(=O)Cl (acetyl chloride). Solvent: C(C)O (ethanol), C(C)O (ethanol), ClC(Cl)(Cl)Cl (tetrachloromethane). Yield: 96.0%. The reactants are COC(CC(=O)OC(C)(C)C)C(C(C)C)N(C)C(=O)C(NC(=O)C(C(C)C)N(C)C)C(C)C, ClCCl, O=C(O)C(F)(F)F. The product is COC(CC(=O)O)C(C(C)C)N(C)C(=O)C(NC(=O)C(C(C)C)N(C)C)C(C)C. RXN SMILES: [C:1]([CH3:2])([CH3:3])([CH3:4])[O:5][C:6]([CH2:7][CH:8]([CH:9]([CH:10]([CH3:11])[CH3:12])[N:13]([CH3:14])[C:15]([CH:16]([NH:17][C:18]([CH:19]([N:20]([CH3:21])[CH3:22])[CH:23]([CH3:24])[CH3:25])=[O:26])[CH:27]([CH3:28])[CH3:29])=[O:30])[O:31][CH3:32])=[O:33].[Cl:41][CH2:42][Cl:43].[OH:34][C:35]([C:36]([F:37])([F:38])[F:39])=[O:40]>>[O:5]=[C:6]([CH2:7][CH:8]([CH:9]([CH:10]([CH3:11])[CH3:12])[N:13]([CH3:14])[C:15]([CH:16]([NH:17][C:18]([CH:19]([N:20]([CH3:21])[CH3:22])[CH:23]([CH3:24])[CH3:25])=[O:26])[CH:27]([CH3:28])[CH3:29])=[O:30])[O:31][CH3:32])[OH:33]. The reactants are BrC=1C=NC2=CC=CC=C2C1 (3-bromoquinoline), C(C)[S-].[Na+] (sodium ethanethiolate). Solvent: CN(C=O)C (dimethylformamide). The product is C(C)SC=1C=NC2=CC=CC=C2C1 (3-Ethylthioquinoline), title compound. RXN SMILES: Br[C:2]1[CH:3]=[N:4][C:5]2[C:10]([CH:11]=1)=[CH:9][CH:8]=[CH:7][CH:6]=2.[CH2:12]([S-:14])[CH3:13].[Na+]>CN(C)C=O>[CH2:12]([S:14][C:2]1[CH:3]=[N:4][C:5]2[C:10]([CH:11]=1)=[CH:9][CH:8]=[CH:7][CH:6]=2)[CH3:13] |f:1.2|. Reported procedure: 3-Ethylthioquinoline is prepared starting from 2.1 g of 3-bromoquinoline and 4.2 g of sodium ethanethiolate in 30 ml of dimethylformamide analogously to Example 52d) and is purified by means of FC over 30 g of silica gel with a 1:2 mixture of diethyl ether and petroleum ether as the mobile phase. This gives the title compound: Rf (F)=0.31.